This data is from the Open Reaction Database (ORD), a public repository of structured organic reaction records. The task is: describe an organic reaction: reactants, conditions, products, and yield Starting materials: O=C(O)C1(c2ccccc2)CCC(OCC2CC2)(c2ccc(Br)cc2)CC1, Cc1ccccc1, OB(O)c1ccc(F)cc1, [Na+], [Na+], O=C([O-])[O-], O, c1ccc(P(c2ccccc2)(c2ccccc2)[Pd](P(c2ccccc2)(c2ccccc2)c2ccccc2)(P(c2ccccc2)(c2ccccc2)c2ccccc2)P(c2ccccc2)(c2ccccc2)c2ccccc2)cc1. The product is O=C(O)C1(c2ccccc2)CCC(OCC2CC2)(c2ccc(-c3ccc(F)cc3)cc2)CC1. Reaction SMILES: [Br:1][c:2]1[cH:3][cH:4][c:5]([C:8]2([O:23][CH2:24][CH:25]3[CH2:26][CH2:27]3)[CH2:9][CH2:10][C:11]([C:14](=[O:15])[OH:16])([c:17]3[cH:18][cH:19][cH:20][cH:21][cH:22]3)[CH2:12][CH2:13]2)[cH:6][cH:7]1.[CH3:45][c:46]1[cH:47][cH:48][cH:49][cH:50][cH:51]1.[F:28][c:29]1[cH:30][cH:31][c:32]([B:35]([OH:36])[OH:37])[cH:33][cH:34]1.[Na+:38].[Na+:39].[O-:40][C:41](=[O:42])[O-:43].[OH2:44].[cH:52]1[cH:53][cH:54][c:55]([P:56]([Pd:57]([P:58]([c:59]2[cH:60][cH:61][cH:62][cH:63][cH:64]2)([c:65]2[cH:66][cH:67][cH:68][cH:69][cH:70]2)[c:71]2[cH:72][cH:73][cH:74][cH:75][cH:76]2)([P:77]([c:78]2[cH:79][cH:80][cH:81][cH:82][cH:83]2)([c:84]2[cH:85][cH:86][cH:87][cH:88][cH:89]2)[c:90]2[cH:91][cH:92][cH:93][cH:94][cH:95]2)[P:96]([c:97]2[cH:98][cH:99][cH:100][cH:101][cH:102]2)([c:103]2[cH:104][cH:105][cH:106][cH:107][cH:108]2)[c:109]2[cH:110][cH:111][cH:112][cH:113][cH:114]2)([c:115]2[cH:116][cH:117][cH:118][cH:119][cH:120]2)[c:121]2[cH:122][cH:123][cH:124][cH:125][cH:126]2)[cH:127][cH:128]1>>[c:2]1(-[c:32]2[cH:31][cH:30][c:29]([F:28])[cH:34][cH:33]2)[cH:3][cH:4][c:5]([C:8]2([O:23][CH2:24][CH:25]3[CH2:26][CH2:27]3)[CH2:9][CH2:10][C:11]([C:14](=[O:15])[OH:16])([c:17]3[cH:18][cH:19][cH:20][cH:21][cH:22]3)[CH2:12][CH2:13]2)[cH:6][cH:7]1. The reactants are CC(C)=O, CC1(C2CCCC2)Cc2cc(NCCO)c(Cl)c(Cl)c2C1=O. The product is CC1(C2CCCC2)Cc2cc(N)c(Cl)c(Cl)c2C1=O. Reaction SMILES: [CH3:23][C:24](=[O:25])[CH3:26].[Cl:1][c:2]1[c:3]([NH:19][CH2:20][CH2:21][OH:22])[cH:4][c:5]2[c:9]([c:10]1[Cl:11])[C:8](=[O:12])[C:7]([CH3:13])([CH:14]1[CH2:15][CH2:16][CH2:17][CH2:18]1)[CH2:6]2>>[Cl:1][c:2]1[c:3]([NH2:19])[cH:4][c:5]2[c:9]([c:10]1[Cl:11])[C:8](=[O:12])[C:7]([CH3:13])([CH:14]1[CH2:15][CH2:16][CH2:17][CH2:18]1)[CH2:6]2.